Dataset: the Open Reaction Database (ORD), a public repository of structured organic reaction records. Task: describe an organic reaction: reactants, conditions, products, and yield The reactants are CN(C)C=O, CC(C)(C)NC(=O)C1CCN(C(=O)CCl)CC1, [Na+], [OH-], O, O=P(Cl)(Cl)Cl. Yields the product N#CC1CCN(C(=O)CCl)CC1. Reaction SMILES: [CH3:26][N:27]([CH3:28])[CH:29]=[O:30].[Cl:1][CH2:2][C:3](=[O:4])[N:5]1[CH2:6][CH2:7][CH:8]([C:11]([NH:13][C:12]([CH3:14])([CH3:15])[CH3:16])=[O:17])[CH2:9][CH2:10]1.[Na+:25].[OH-:24].[OH2:23].[P:18]([Cl:19])([Cl:20])([Cl:21])=[O:22]>>[Cl:1][CH2:2][C:3](=[O:4])[N:5]1[CH2:6][CH2:7][CH:8]([C:11]#[N:13])[CH2:9][CH2:10]1. Starting materials: Brc1cccs1, C1CCNCC1, C#C[Si](C)(C)C, CCCCC, [Cu]I, O, c1ccc(P(c2ccccc2)c2ccccc2)cc1, c1ccc(P(c2ccccc2)(c2ccccc2)[Pd](P(c2ccccc2)(c2ccccc2)c2ccccc2)(P(c2ccccc2)(c2ccccc2)c2ccccc2)P(c2ccccc2)(c2ccccc2)c2ccccc2)cc1. The product is C[Si](C)(C)C#Cc1cccs1. RXN SMILES: [Br:7][c:8]1[s:9][cH:10][cH:11][cH:12]1.[CH2:1]1[CH2:2][CH2:3][NH:4][CH2:5][CH2:6]1.[CH3:13][Si:14]([CH3:15])([CH3:16])[C:17]#[CH:18].[CH3:38][CH2:39][CH2:40][CH2:41][CH3:42].[Cu:121][I:122].[OH2:43].[c:19]1([P:20]([c:21]2[cH:22][cH:23][cH:24][cH:25][cH:26]2)[c:27]2[cH:28][cH:29][cH:30][cH:31][cH:32]2)[cH:33][cH:34][cH:35][cH:36][cH:37]1.[cH:44]1[cH:45][cH:46][c:47]([P:48]([Pd:49]([P:50]([c:51]2[cH:52][cH:53][cH:54][cH:55][cH:56]2)([c:57]2[cH:58][cH:59][cH:60][cH:61][cH:62]2)[c:63]2[cH:64][cH:65][cH:66][cH:67][cH:68]2)([P:69]([c:70]2[cH:71][cH:72][cH:73][cH:74][cH:75]2)([c:76]2[cH:77][cH:78][cH:79][cH:80][cH:81]2)[c:82]2[cH:83][cH:84][cH:85][cH:86][cH:87]2)[P:88]([c:89]2[cH:90][cH:91][cH:92][cH:93][cH:94]2)([c:95]2[cH:96][cH:97][cH:98][cH:99][cH:100]2)[c:101]2[cH:102][cH:103][cH:104][cH:105][cH:106]2)([c:107]2[cH:108][cH:109][cH:110][cH:111][cH:112]2)[c:113]2[cH:114][cH:115][cH:116][cH:117][cH:118]2)[cH:119][cH:120]1>>[c:8]1([C:18]#[C:17][Si:14]([CH3:13])([CH3:15])[CH3:16])[s:9][cH:10][cH:11][cH:12]1. Starting materials: BrC1CC(C2=CC(=CC=C12)F)=O (3-bromo-6-fluoro-1-indanone), Cl (hydrochloric acid), BrC1CC(C2=CC=C(C=C12)F)=O (3-bromo-5-fluoro-1-indanone), BrC1CC(C2=CC(=CC=C12)Cl)=O (3-bromo-6-chloro-1-indanone), [Cl-].[Al+3].[Cl-].[Cl-] (aluminiumchloride). Solvent: C1=CC=CC=C1 (benzene). The product is C1(=CC=CC=C1)C1CC(C2=CC(=CC=C12)Cl)=O (3-phenyl-6-chloro-1-indanone). RXN SMILES: BrC1[C:10]2[C:5](=[CH:6][C:7](F)=[CH:8][CH:9]=2)C(=O)C1.BrC1C2C(=CC=C(F)C=2)C(=O)C1.Br[CH:26]1[C:34]2[C:29](=[CH:30][C:31]([Cl:35])=[CH:32][CH:33]=2)[C:28](=[O:36])[CH2:27]1.[Cl-].[Al+3].[Cl-].[Cl-].Cl>C1C=CC=CC=1>[C:5]1([CH:26]2[C:34]3[C:29](=[CH:30][C:31]([Cl:35])=[CH:32][CH:33]=3)[C:28](=[O:36])[CH2:27]2)[CH:10]=[CH:9][CH:8]=[CH:7][CH:6]=1 |f:3.4.5.6|. Procedure details: In a corresponding manner was made 3-bromo-6-fluoro-1-indanone melting at 62-64 degrees Centigrade, and 3-bromo-5-fluoro-1-indanone melting at 44-47 degrees Centigrade. To a solution of 113 grams of 3-bromo-6-chloro-1-indanone in 1400 milliliters of dry benzene were added over 10 minutes 230 grams of aluminiumchloride in portions. The reaction mixture was then refluxed for 3 hours, cooled and treated with crushed ice and concentrated hydrochloric acid. The organic phase was separated and extract...